The task is: describe an organic reaction: reactants, conditions, products, and yield. This data is from the Open Reaction Database (ORD), a public repository of structured organic reaction records. The reactants are Intermediate 6, CCCC[N+](CCCC)(CCCC)CCCC.[F-] (TBAF). The solvent is CCOC(=O)C (EtOAc), C1CCOC1 (THF). Yields the product N1C=CC2=CC=CC=C12 (indole). Reaction SMILES: CCCC[N+:5]([CH2:14][CH2:15][CH2:16][CH3:17])([CH2:10][CH2:11][CH2:12][CH3:13])CCCC.[F-]>C1COCC1.CCOC(C)=O>[NH:5]1[C:10]2[C:16](=[CH:17][CH:13]=[CH:12][CH:11]=2)[CH:15]=[CH:14]1 |f:0.1|. Procedure details: To a stirred solution of Intermediate 6 (250 mg, 0.4 mmol) in THF (10 mL) was a TBAF solution (1.0 M in THF, 10 mL, 10 mmol) and the resulting solution was heated to reflux for 22 hrs. Upon cooling, the reaction was diluted with EtOAc (250 mL), washed with H2O (7×15 mL) and brine, dried over Na2SO4, filtered, and concentrated to give the intermediate deprotected indole as a brown foam (252 mg, LC/MS (ESI) retention time: 2.01 min, m/z 501 (MH+)) which was used in the next step without further pu...